Dataset: the Open Reaction Database (ORD), a public repository of structured organic reaction records. Task: describe an organic reaction: reactants, conditions, products, and yield Starting materials: C([O-])([O-])=O.[Cs+].[Cs+] (cesium carbonate), BrCC(OCC)OCC (2-bromo-1,1-diethoxyethane), ClC=1C2=C(N=CN1)C=CN2 (4-Chloro-5H-pyrrolo[3,2-d]pyrimidine). The solvent is C(C)(=O)OCC (ethyl acetate), CN(C=O)C (N,N-dimethylformamide). Reaction conditions: temperature 80 celsius, time 4.5 hour. Yields the product ClC=1C2=C(N=CN1)C=CN2CC(OCC)OCC (4-chloro-5-(2,2-diethoxyethyl)-5H-pyrrolo[3,2-d]pyrimidine). RXN SMILES: [Cl:1][C:2]1[C:3]2[NH:10][CH:9]=[CH:8][C:4]=2[N:5]=[CH:6][N:7]=1.C(=O)([O-])[O-].[Cs+].[Cs+].Br[CH2:18][CH:19]([O:23][CH2:24][CH3:25])[O:20][CH2:21][CH3:22]>CN(C)C=O.C(OCC)(=O)C>[Cl:1][C:2]1[C:3]2[N:10]([CH2:18][CH:19]([O:23][CH2:24][CH3:25])[O:20][CH2:21][CH3:22])[CH:9]=[CH:8][C:4]=2[N:5]=[CH:6][N:7]=1 |f:1.2.3|. Reported procedure: 4-Chloro-5H-pyrrolo[3,2-d]pyrimidine (1 g) was dissolved in N,N-dimethylformamide (13 mL), cesium carbonate (6.37 g) and 2-bromo-1,1-diethoxyethane (2.94 mL) were sequentially added and the mixture was stirred at 80° C. for 4.5 hrs. The reaction mixture was diluted with ethyl acetate (100 mL), and washed with water (80 mL). The organic layer was separated, dried over magnesium sulfate and evaporated under reduced pressure. The residue was purified by silica gel column chromatography (hexane/ethy... Reactants: Cl (HCl), C(C)(C)(C)OC(=O)N1[C@@H](CCC1)CN1CCOCC1 ((S)-2-morpholin-4-ylmethyl-pyrrolidine-1-carboxylic acid tert-butyl ester). Solvent: CO (MeOH). Reaction conditions: time 5 minute. Yields the product N1[C@@H](CCC1)CN1CCOCC1 ((S)-4-Pyrrolidin-2-ylmethyl-morpholine). Isolated yield 119.9%. As a reaction SMILES: Cl.C(OC([N:9]1[CH2:13][CH2:12][CH2:11][C@H:10]1[CH2:14][N:15]1[CH2:20][CH2:19][O:18][CH2:17][CH2:16]1)=O)(C)(C)C>CO>[NH:9]1[CH2:13][CH2:12][CH2:11][C@H:10]1[CH2:14][N:15]1[CH2:16][CH2:17][O:18][CH2:19][CH2:20]1. Procedure: HCl (g) was introduced into a solution of (S)-2-morpholin-4-ylmethyl-pyrrolidine-1-carboxylic acid tert-butyl ester (400 mg, 1.47 mmol) in MeOH. After 5 min., the reaction solution was concentrated under reduced pressure to give a white solid (300 mg, 99%). MS: 170.9 (MH+); HPLC Rf: n.d.; HPLC purity: n.d. Starting materials: C(CCC)[Li] (n-butyllithium), CC1(OCC(O1)COC1=CC2=C(C=CS2)C=C1)C (6-[(R/S)-(2,2-dimethyl-1,3-dioxolan-4-yl)methyloxy]benzothiophene), O (water), B(OC(C)C)(OC(C)C)OC(C)C (triisopropyl borate). Run in CCCCCC (hexane), O1CCCC1 (tetrahydrofuran). Run at time 1 hour. Product: CC1(OCC(O1)COC1=CC2=C(C=C(S2)B(O)O)C=C1)C (6-[(R/S)-(2,2-dimethyl-1,3-dioxolan-4-yl)methyloxy]benzothiophene-2-boronic acid). As a reaction SMILES: C([Li])CCC.[CH3:6][C:7]1([CH3:23])[O:11][CH:10]([CH2:12][O:13][C:14]2[CH:22]=[CH:21][C:17]3[CH:18]=[CH:19][S:20][C:16]=3[CH:15]=2)[CH2:9][O:8]1.[B:24](OC(C)C)([O:29]C(C)C)[O:25]C(C)C.O>CCCCCC.O1CCCC1>[CH3:6][C:7]1([CH3:23])[O:11][CH:10]([CH2:12][O:13][C:14]2[CH:22]=[CH:21][C:17]3[CH:18]=[C:19]([B:24]([OH:29])[OH:25])[S:20][C:16]=3[CH:15]=2)[CH2:9][O:8]1. Reported procedure: 2.5 M n-butyllithium (1.75 mL, 4.37 mmol) in hexane was slowly added to 6-[(R/S)-(2,2-dimethyl-1,3-dioxolan-4-yl)methyloxy]benzothiophene ((R/S)-25, 1.05 g, 3.97 mmol) obtained in step 1 dissolved in anhydrous tetrahydrofuran (150 mL) at −78° C. under nitrogen atmosphere. 15 Minutes later, the resulting mixture was agitated at room temperature for 1 hour. After cooling again to −78° C., triisopropyl borate ((i-PrO)3B; 1.10 mL, 4.77 mmol) was slowly added. After slowly heating to room temperature...